Dataset: the Open Reaction Database (ORD), a public repository of structured organic reaction records. Task: describe an organic reaction: reactants, conditions, products, and yield The reactants are C=CCCC12CN(Cc3ccccc3)CC1COC2=O, O=C(Cl)OCc1ccccc1, ClCCl. Product: C=CCCC12CN(C(=O)OCc3ccccc3)CC1COC2=O. Reaction SMILES: [CH2:12]([c:13]1[cH:14][cH:15][cH:16][cH:17][cH:18]1)[N:19]1[CH2:20][CH:21]2[CH2:22][O:23][C:24](=[O:31])[C:25]2([CH2:27][CH2:28][CH:29]=[CH2:30])[CH2:26]1.[Cl:1][C:2](=[O:3])[O:4][CH2:5][c:6]1[cH:7][cH:8][cH:9][cH:10][cH:11]1.[Cl:32][CH2:33][Cl:34]>>[C:2](=[O:3])([O:4][CH2:5][c:6]1[cH:7][cH:8][cH:9][cH:10][cH:11]1)[N:19]1[CH2:20][CH:21]2[CH2:22][O:23][C:24](=[O:31])[C:25]2([CH2:27][CH2:28][CH:29]=[CH2:30])[CH2:26]1.